From a dataset of the Open Reaction Database (ORD), a public repository of structured organic reaction records. describe an organic reaction: reactants, conditions, products, and yield The reactants are OC[C@H]1[C@H](C1)C1CCN(CC1)C(=O)OC(C)(C)C (tert-butyl 4-[(1R,2R)-2-(hydroxymethyl)cyclopropyl]piperidine-1-carboxylate), OC[C@H]1[C@H](C1)C1CCN(CC1)C(=O)OC(C)(C)C (tert-butyl 4-[(1R,2R)-2-(hydroxymethyl)cyclopropyl]piperidine-1-carboxylate), C[Si](C)(C)[N-][Si](C)(C)C.[Na+] (NaHMDS), BrC=1C=CC(=NC1)CBr (5-bromo-2-(bromomethyl)pyridine), O (water). The solvent is C1CCOC1 (THF), C1CCOC1 (THF). The product is BrC=1C=CC(=NC1)CO[C@H]1[C@H](C1)C1CCN(CC1)C(=O)OC(C)(C)C (tert-butyl 4-((1R,2R)-2-{[(5-bromopyridin-2-yl)methoxy]}cyclopropyl)piperidine-1-carboxylate). As a reaction SMILES: OC[C@@H:3]1[CH2:5][C@@H:4]1[CH:6]1[CH2:11][CH2:10][N:9]([C:12]([O:14][C:15]([CH3:18])([CH3:17])[CH3:16])=[O:13])[CH2:8][CH2:7]1.C[Si]([N-][Si](C)(C)C)(C)C.[Na+].[Br:29][C:30]1[CH:31]=[CH:32][C:33]([CH2:36]Br)=[N:34][CH:35]=1.[OH2:38]>C1COCC1>[Br:29][C:30]1[CH:31]=[CH:32][C:33]([CH2:36][O:38][C@@H:3]2[CH2:5][C@@H:4]2[CH:6]2[CH2:7][CH2:8][N:9]([C:12]([O:14][C:15]([CH3:16])([CH3:17])[CH3:18])=[O:13])[CH2:10][CH2:11]2)=[N:34][CH:35]=1 |f:1.2|. Reported procedure: To a solution of tert-butyl 4-[(1R,2R)-2-(hydroxymethyl)cyclopropyl]piperidine-1-carboxylate (Intermediate 4: 3.5 g, 13.71 mmol) in THF (40 mL) was added NaHMDS (16.45 mL of a 1.0M soln in THF, 16.45 mmol) followed by the product of step A (4.13 g, 16.45 mmol) and the resulting mixture heated at reflux overnight. The mixture was cooled and poured into water (100 mL) and extracted with EtOAc (2×75 mL); combined EtOAc layers washed with sat. NaCl, dried over MgSO4, filtered and evaporated in vacuo... Starting materials: C1(CCCC1)=O (Cyclopentanone), N1C=CC2=CC=C(C=C12)C(=O)O (indole 6-carboxylic acid), [OH-].[K+] (KOH), CO (MeOH). Run in O (Water), O (water). Conditions: temperature 75 celsius. Yields the product C1(=CCCC1)C1=CNC2=CC(=CC=C12)C(=O)O (3-Cyclopentenyl-6-indole carboxylic acid). RXN SMILES: [NH:1]1[C:9]2[C:4](=[CH:5][CH:6]=[C:7]([C:10]([OH:12])=[O:11])[CH:8]=2)[CH:3]=[CH:2]1.[OH-].[K+].CO.[C:17]1(=O)[CH2:21][CH2:20][CH2:19][CH2:18]1>O>[C:17]1([C:3]2[C:4]3[C:9](=[CH:8][C:7]([C:10]([OH:12])=[O:11])=[CH:6][CH:5]=3)[NH:1][CH:2]=2)[CH2:21][CH2:20][CH2:19][CH:18]=1 |f:1.2|. Procedure: A 3 L three-necked flask equipped with a mechanical stirrer was charged with indole 6-carboxylic acid (220 g, 1.365 mole) and KOH pellets (764.45 g, 13.65 mole, 10 equivalents). Water (660 mL) and MeOH (660 mL) were added and the mixture heated to 75° C. Cyclopentanone (603.7 mL, 6.825 mole, 5 equivalents) was added dropwise over 18 h using a pump. The reaction mixture was heated for an additional 3 h (after which the reaction was judged complete by HPLC) and cooled to 0° C. for 1 h. The precipi... Starting materials: O=S(Cl)Cl (SOCl2), C(Cl)(Cl)Cl (CHCl3), CCCCCCC (heptane), COC1=C(OCCCCOC2=C(C=C(C=C2)CO)OC)C=CC(=C1)CO (1,4-bis(2-methoxy-4-hydroxymethylphenoxy) butane), C(Cl)(Cl)Cl (CHCl3), CCCCCCC (heptane), C(Cl)(Cl)Cl (chloroform). Yields the product COC1=C(OCCCCOC2=C(C=C(C=C2)CCl)OC)C=CC(=C1)CCl (1,4-bis(2-methoxy-4-chloromethylphenoxy) butane). Reaction SMILES: [CH3:1][O:2][C:3]1[CH:24]=[C:23](CO)[CH:22]=[CH:21][C:4]=1[O:5][CH2:6][CH2:7][CH2:8][CH2:9][O:10][C:11]1[CH:16]=[CH:15][C:14]([CH2:17]O)=[CH:13][C:12]=1[O:19][CH3:20].O=S(Cl)[Cl:29].CCCCCCC.[CH:38]([Cl:41])(Cl)Cl>>[CH3:1][O:2][C:3]1[CH:24]=[C:23]([CH2:38][Cl:41])[CH:22]=[CH:21][C:4]=1[O:5][CH2:6][CH2:7][CH2:8][CH2:9][O:10][C:11]1[CH:16]=[CH:15][C:14]([CH2:17][Cl:29])=[CH:13][C:12]=1[O:19][CH3:20]. Procedure: A solution of 22 g 1,4-bis(2-methoxy-4-hydroxymethylphenoxy) butane in 200 ml warm CHCl3 was added dropwise to a solution of 60 ml SOCl2 in 100 ml CHCl3. After the addition was completed, the chloroform was boiled off while replacing with heptane. When the temperature reached the boiling point of heptane (97° C.), the solution was decanted from a small amount of yellow oil and allowed to cool. Decantation from oily impurities was continued until the white crystalline product began to form. The s...